This data is from the Open Reaction Database (ORD), a public repository of structured organic reaction records. The task is: describe an organic reaction: reactants, conditions, products, and yield The reactants are CC(C)(C1CNC1)S(=O)(=O)c1cccc(C(F)(F)F)c1, CN(C)C=O, CS(C)=O, CCN(C(C)C)C(C)C, CS(=O)(=O)c1ccc(F)cc1C(=O)O, O, O=C(O)C(F)(F)F. The product is CC(C)(C1CN(C(=O)c2cc(F)ccc2S(C)(=O)=O)C1)S(=O)(=O)c1cccc(C(F)(F)F)c1. Reaction SMILES: [CH3:15][C:16]([CH3:17])([S:18](=[O:19])(=[O:20])[c:21]1[cH:22][c:23]([C:27]([F:28])([F:29])[F:30])[cH:24][cH:25][cH:26]1)[CH:31]1[CH2:32][NH:33][CH2:34]1.[CH3:44][N:45]([CH3:46])[CH:47]=[O:48].[CH3:49][S:50](=[O:51])[CH3:52].[CH:35]([N:36]([CH:37]([CH3:38])[CH3:39])[CH2:40][CH3:41])([CH3:42])[CH3:43].[F:1][c:2]1[cH:3][cH:4][c:5]([S:11](=[O:12])(=[O:13])[CH3:14])[c:6]([C:7](=[O:8])[OH:9])[cH:10]1.[OH2:53].[OH:54][C:55]([C:56]([F:57])([F:58])[F:59])=[O:60]>>[F:1][c:2]1[cH:3][cH:4][c:5]([S:11](=[O:12])(=[O:13])[CH3:14])[c:6]([C:7](=[O:9])[N:33]2[CH2:32][CH:31]([C:16]([CH3:15])([CH3:17])[S:18](=[O:19])(=[O:20])[c:21]3[cH:22][c:23]([C:27]([F:28])([F:29])[F:30])[cH:24][cH:25][cH:26]3)[CH2:34]2)[cH:10]1. The reactants are CS(=O)C (dimethylsulfoxide), O=C1CCN(CC1)C(=O)OCC1=CC=CC=C1 (benzyl 4-oxo-1-piperidinecarboxylate), CS(=O)C (dimethylsulfoxide), [H-].[Na+] (sodium hydride), CS(=O)C (dimethylsulfoxide), O (water). Reagents/catalysts: [Br-].C[P+](C1=CC=CC=C1)(C1=CC=CC=C1)C1=CC=CC=C1 (methyltriphenylphosphonium bromide). Run at temperature 60 celsius, time 30 minute. The product is C=C1CCN(CC1)C(=O)OCC1=CC=CC=C1 (benzyl 4-methylene-1-piperidinecarboxylate). Reaction SMILES: [H-].[Na+].O=[C:4]1[CH2:9][CH2:8][N:7]([C:10]([O:12][CH2:13][C:14]2[CH:19]=[CH:18][CH:17]=[CH:16][CH:15]=2)=[O:11])[CH2:6][CH2:5]1.O.[CH3:21]S(C)=O>[Br-].C[P+](C1C=CC=CC=1)(C1C=CC=CC=1)C1C=CC=CC=1>[CH2:21]=[C:4]1[CH2:9][CH2:8][N:7]([C:10]([O:12][CH2:13][C:14]2[CH:19]=[CH:18][CH:17]=[CH:16][CH:15]=2)=[O:11])[CH2:6][CH2:5]1 |f:0.1,5.6|. Procedure: A sodium hydride (13.2 g) was added to an anhydrous dimethylsulfoxide (176 mL) and the mixture was heated for 2 hours at 60° C. After cooling, to a suspension of methyltriphenylphosphonium bromide (110.4 g) in dimethylsulfoxide (120 mL) was added the reaction mixture, and the mixture was stirred for 30 minutes at room temperature. To the reaction mixture was added a solution of benzyl 4-oxo-1-piperidinecarboxylate (60 g) in dimethylsulfoxide (150 mL), the mixture was stirred for 1 hour at 50° C.... The reactants are C(CCC)[Li] (n-Butyl lithium), BrC1=NC(=CC=C1)C(F)(F)F (2-bromo-6-trifluoromethylpyridine), [Cl-].[NH4+] (ammonium chloride), CN1C(N(C2=C(C1=O)C(=C(S2)C=O)SC=2SC=CC2)CC(C)C)=O (1,2,3,4-Tetrahydro-3-methyl-1-(2-methylpropyl)-2,4-dioxo-5-(2-thienylthio)-thieno[2,3-d]pyrimidine-6-carboxaldehyde), [Li]C1=NC=CC=C1 (lithio pyridine). Solvent: CCCCCC (hexane), O1CCCC1 (tetrahydrofuran), O1CCCC1 (tetrahydrofuran). Reaction conditions: time 1 hour. The product is OC(C1=C(C2=C(N(C(N(C2=O)C)=O)CC(C)C)S1)SC=1SC=CC1)C1=NC(=CC=C1)C(F)(F)F (6[Hydroxy[6-(trifluoromethyl)-2-pyridinyl]methyl]-3-methyl-1-(2-methylpropyl)-5-(2-thienylthio)-thieno[2,3-d]pyrimidine-2,4(1H,3H)-dione). Reaction SMILES: C([Li])CCC.Br[C:7]1[CH:12]=[CH:11][CH:10]=[C:9]([C:13]([F:16])([F:15])[F:14])[N:8]=1.[CH3:17][N:18]1[C:23](=[O:24])[C:22]2[C:25]([S:30][C:31]3[S:32][CH:33]=[CH:34][CH:35]=3)=[C:26]([CH:28]=[O:29])[S:27][C:21]=2[N:20]([CH2:36][CH:37]([CH3:39])[CH3:38])[C:19]1=[O:40].[Li]C1C=CC=CN=1.[Cl-].[NH4+]>CCCCCC.O1CCCC1>[OH:29][CH:28]([C:7]1[CH:12]=[CH:11][CH:10]=[C:9]([C:13]([F:16])([F:15])[F:14])[N:8]=1)[C:26]1[S:27][C:21]2[N:20]([CH2:36][CH:37]([CH3:39])[CH3:38])[C:19](=[O:40])[N:18]([CH3:17])[C:23](=[O:24])[C:22]=2[C:25]=1[S:30][C:31]1[S:32][CH:33]=[CH:34][CH:35]=1 |f:4.5|. Reported procedure: n-Butyl lithium in hexane (2.5M, 369 μl) was added dropwise to a solution of 2-bromo-6-trifluoromethylpyridine in tetrahydrofuran (8 ml) at −78° C. and the resulting solution was stirred for 1 h. 1,2,3,4-Tetrahydro-3-methyl-1-(2-methylpropyl)-2,4-dioxo-5-(2-thienylthio)-thieno[2,3-d]pyrimidine-6-carboxaldehyde (0.25 g) (Example 50, step c) in tetrahydrofuran (2 ml) was added dropwise to the lithio pyridine solution. The reaction was stirred for 3 hours at −78° C. then saturated ammonium chloride...